Task: describe an organic reaction: reactants, conditions, products, and yield. Dataset: the Open Reaction Database (ORD), a public repository of structured organic reaction records Starting materials: TEA, FC(C=1C=C(C=CC1)NC(=O)N1CCC2=CC(=CC=C12)OC1=NC=NC(=C1)CO)(F)F (5-(6-Hydroxymethyl-pyrimidin-4-yloxy)-2,3-dihydro-indole-1-carboxylic acid (3-trifluoromethyl-phenyl)-amide), CS(=O)(=O)Cl (methanesulphonyl chloride). Solvent: C1CCOC1 (THF). Run at time 15 minute. Yields the product FC(C=1C=C(C=CC1)NC(=O)N1CCC2=CC(=CC=C12)OC1=CC(=NC=N1)COS(=O)(=O)C)(F)F (Methanesulfonic acid 6-[1-(3-trifluoromethyl-phenylcarbamoyl)-2,3-dihydro-1H-indol-5-yloxy]-pyrimidin-4-ylmethyl ester). RXN SMILES: [F:1][C:2]([F:31])([F:30])[C:3]1[CH:4]=[C:5]([NH:9][C:10]([N:12]2[C:20]3[C:15](=[CH:16][C:17]([O:21][C:22]4[CH:27]=[C:26]([CH2:28][OH:29])[N:25]=[CH:24][N:23]=4)=[CH:18][CH:19]=3)[CH2:14][CH2:13]2)=[O:11])[CH:6]=[CH:7][CH:8]=1.[CH3:32][S:33](Cl)(=[O:35])=[O:34]>C1COCC1>[F:31][C:2]([F:30])([F:1])[C:3]1[CH:4]=[C:5]([NH:9][C:10]([N:12]2[C:20]3[C:15](=[CH:16][C:17]([O:21][C:22]4[N:23]=[CH:24][N:25]=[C:26]([CH2:28][O:29][S:33]([CH3:32])(=[O:35])=[O:34])[CH:27]=4)=[CH:18][CH:19]=3)[CH2:14][CH2:13]2)=[O:11])[CH:6]=[CH:7][CH:8]=1. Reported procedure: 5-(6-Hydroxymethyl-pyrimidin-4-yloxy)-2,3-dihydro-indole-1-carboxylic acid (3-trifluoromethyl-phenyl)-amide (0.1001, 0.232 mmol) is dissolved in THF (6 mL) and TEA (0.18 mL, 1.29 mmol) is added followed by methanesulphonyl chloride (0.028 mL, 0.361 mmol). The solution is stirred for 15 min before being partitioned between ethyl acetate and saturated aqueous sodium chloride. The layers are separated and the organic layer is washed further with water. The organic layer is then removed, dried, and ... The reactants are NC1=NC=2C3=C(CCC2C(=N1)N1C[C@@H](CC1)NC(OC(C)(C)C)=O)OC1C3CCCC1 (tert-butyl (3R)-1-(2-amino-5,6,7a,8,9,10,11,11a-octahydro[1]benzofuro[2,3-h]quinazolin-4-yl)pyrrolidin-3-ylcarbamate), FC(C(=O)O)(F)F (trifluoroacetic acid), [OH-].[Na+] (sodium hydroxide). Solvent: ClCCl (dichloromethane), ClCCl (dichloromethane). Run at time 16 hour. Product: N[C@H]1CN(CC1)C1=NC(=NC2=C3C(=CC=C12)OC1C3CCCC1)N (4-[(3R)-3-aminopyrrolidin-1-yl]-7a,8,9,10,11,11a-hexahydro[1]benzofuro[2,3-h]quinazolin-2-amine). As a reaction SMILES: [NH2:1][C:2]1[N:11]=[C:10]([N:12]2[CH2:16][CH2:15][C@@H:14]([NH:17]C(=O)OC(C)(C)C)[CH2:13]2)[C:9]2[CH2:8][CH2:7][C:6]3[O:25][CH:26]4[CH2:31][CH2:30][CH2:29][CH2:28][CH:27]4[C:5]=3[C:4]=2[N:3]=1.FC(F)(F)C(O)=O.[OH-].[Na+]>ClCCl>[NH2:17][C@@H:14]1[CH2:15][CH2:16][N:12]([C:10]2[C:9]3[C:4](=[C:5]4[CH:27]5[CH2:28][CH2:29][CH2:30][CH2:31][CH:26]5[O:25][C:6]4=[CH:7][CH:8]=3)[N:3]=[C:2]([NH2:1])[N:11]=2)[CH2:13]1 |f:2.3|. Procedure details: A solution of the product from Example 7A (28 mg, 0.065 mmol) in dichloromethane (2 mL) was treated with trifluoroacetic acid (0.2 mL) at ambient temperature and stirred for 16 hours. The mixture was diluted with dichloromethane (20 mL), and basified with sodium hydroxide (1 N). The organic layer was separated, dried with magnesium sulfate, and concentrated under reduced pressure. The resulting residue was chromatographed on a silica gel column eluting with ammonium hydroxide/methanol/dichlorome... Reactants: C1(CCCCC1)CCl (cyclohexylmethyl chloride), C1(=CC=CC=C1)C(N1C=NC(=C1)C[O-])(C1=CC=CC=C1)C1=CC=CC=C1.[Na+] (sodium [1-(triphenylmethyl)imidazol-4-yl]methoxide). Product: N1C=NC(=C1)COCC1CCCCC1 (Cyclohexylmethyl (1H-imidazol-4-yl)methyl ether). As a reaction SMILES: [CH:1]1([CH2:7]Cl)[CH2:6][CH2:5][CH2:4][CH2:3][CH2:2]1.C1(C(C2C=CC=CC=2)(C2C=CC=CC=2)[N:16]2[CH:20]=[C:19]([CH2:21][O-:22])[N:18]=[CH:17]2)C=CC=CC=1.[Na+]>>[NH:16]1[CH:20]=[C:19]([CH2:21][O:22][CH2:7][CH:1]2[CH2:6][CH2:5][CH2:4][CH2:3][CH2:2]2)[N:18]=[CH:17]1 |f:1.2|. Procedure: The preparation is carried out as in Example 36 with cyclohexylmethyl chloride and sodium [1-(triphenylmethyl)imidazol-4-yl]methoxide. The title compound is crystallized in the hydrogenmaleate form from ethanol/diethyl ether. Reaction conditions: temperature -78 celsius, time 15 minute. Run in C([O-])([O-])=O.[NH4+].[NH4+] (ammonium carbonate), O1CCCC1 (tetrahydrofuran). Reactants: [H-].C(C(C)C)[Al+]CC(C)C (diisobutylaluminium hydride), ClCCl (dichloromethane), C(\C=C\C)(=O)OC (methyl crotonate), CS(=O)(=O)C1=CC=CC=C1 (methanesulphonylbenzene), CN1C(N(CCC1)C)=O (1,3-dimethyl-3,4,5,6-tetrahydro-2(1H)-pyrimidinone), C(CCC)[Li] (butyllithium). The product is C1(=CC=CC=C1)S(=O)(=O)CC(CCO)C (4-Benzenesulphonyl-3-methylbutan-1-ol). Procedure: A solution of methanesulphonylbenzene (2.17 g, 13.9 mmol) in tetrahydrofuran (10 ml) was cooled to −78° C. and treated with butyllithium (1.6M in hexanes, 8.7 ml, 13.9 mmol) followed by 1,3-dimethyl-3,4,5,6-tetrahydro-2(1H)-pyrimidinone (1.68 ml, 13.9 mmol). The reaction was stirred at −78° C. for 15 minutes then methyl crotonate (7.36 ml, 69.5 mmol) added. The reaction was allowed to warm to room temperature and quenched with water. The mixture was extracted with ethyl acetate and the combined ... RXN SMILES: [CH3:1][S:2]([C:5]1[CH:10]=[CH:9][CH:8]=[CH:7][CH:6]=1)(=[O:4])=[O:3].C([Li])CCC.CN1CCCN(C)C1=O.[C:25](OC)(=[O:29])/[CH:26]=[CH:27]/[CH3:28].[H-].C([Al+]CC(C)C)C(C)C.ClCCl>O1CCCC1.C(=O)([O-])[O-].[NH4+].[NH4+]>[C:5]1([S:2]([CH2:1][CH:27]([CH3:28])[CH2:26][CH2:25][OH:29])(=[O:4])=[O:3])[CH:10]=[CH:9][CH:8]=[CH:7][CH:6]=1 |f:4.5,8.9.10|. The reactants are ClCCBr, O=C([O-])[O-], CN(C)C=O, COc1cc2c(Cl)ncnc2cc1O, [K+], [K+]. Product: COc1cc2c(Cl)ncnc2cc1OCCCl. As a reaction SMILES: [Br:15][CH2:16][CH2:17][Cl:18].[C:19](=[O:20])([O-:21])[O-:22].[CH3:25][N:26]([CH3:27])[CH:28]=[O:29].[Cl:1][c:2]1[n:3][cH:4][n:5][c:6]2[cH:7][c:8]([OH:14])[c:9]([O:12][CH3:13])[cH:10][c:11]12.[K+:23].[K+:24]>>[Cl:1][c:2]1[n:3][cH:4][n:5][c:6]2[cH:7][c:8]([O:14][CH2:16][CH2:17][Cl:18])[c:9]([O:12][CH3:13])[cH:10][c:11]12.